From a dataset of the Open Reaction Database (ORD), a public repository of structured organic reaction records. describe an organic reaction: reactants, conditions, products, and yield Starting materials: [N+](=O)([O-])C1=CC=C2C=NNC2=C1 (6-nitroindazole), [N+](=O)(O)[O-] (HNO3). Run in C(C)(=O)O (acetic acid). Yields the product [N+](=O)([O-])C=1C=C2C=NNC2=CC1[N+](=O)[O-] (5,6-dinitroindazole). The yield is 28.2%. RXN SMILES: [N+:1]([C:4]1[CH:12]=[C:11]2[C:7]([CH:8]=[N:9][NH:10]2)=[CH:6][CH:5]=1)([O-:3])=[O:2].[N+:13]([O-])([OH:15])=[O:14]>C(O)(=O)C>[N+:13]([C:5]1[CH:6]=[C:7]2[C:11](=[CH:12][C:4]=1[N+:1]([O-:3])=[O:2])[NH:10][N:9]=[CH:8]2)([O-:15])=[O:14]. Reported procedure: By referring to the Step 1 of Example 7, 6-nitroindazole (5 g, 30.7 mmol), 35 mL of acetic acid, concentrated HNO3 (3.6 mL, 181.6 mmol), were used to obtain a product (1.8 g, 28.6%). Starting materials: C1CCOC1, CC(=O)OC(c1cn2c(cnc3ccccc32)n1)C1(Br)C(=O)N2C(C(=O)OCc3ccc([N+](=O)[O-])cc3)=CSC21, O=P([O-])([O-])[O-]. Product: O=Cc1cn2c(cnc3ccccc32)n1. As a reaction SMILES: [CH2:46]1[O:47][CH2:48][CH2:49][CH2:50]1.[N+:1]([c:2]1[cH:3][cH:4][c:5]([CH2:6][O:7][C:8]([C:9]2=[CH:13][S:12][CH:11]3[N:10]2[C:19](=[O:35])[C:14]3([Br:18])[CH:20]([c:21]2[n:22][c:23]3[n:24]([c:25]4[cH:26][cH:27][cH:28][cH:29][c:30]4[n:31][cH:32]3)[cH:33]2)[O:34][C:15](=[O:16])[CH3:17])=[O:36])[cH:37][cH:38]1)([O-:39])=[O:40].[O-:41][P:42](=[O:43])([O-:44])[O-:45]>>[CH:20]([c:21]1[n:22][c:23]2[n:24]([c:25]3[cH:26][cH:27][cH:28][cH:29][c:30]3[n:31][cH:32]2)[cH:33]1)=[O:34]. Reactants: [Si](C)(C)(C(C)(C)C)OC(C(F)(F)F)(C(F)(F)F)C1=CC=C(CN2CCN(CC2)C(=O)C2=CC(=C(C=C2)NC(=O)NCC(C)(C)O)Cl)C=C1 (1-(4-(4-(4-(2-(tert-butyldimethylsilyloxy)-1,1,1,3,3,3-hexafluoropropan-2-yl)benzyl)piperazine-1-carbonyl)-2-chlorophenyl)-3-(2-hydroxy-2-methylpropyl)urea), [F-].[K+] (potassium fluoride). Solvent: O1CCCC1 (tetrahydrofuran). Conditions: time 16 hour. The product is ClC1=C(C=CC(=C1)C(=O)N1CCN(CC1)CC1=CC=C(C=C1)C(C(F)(F)F)(C(F)(F)F)O)NC(=O)NCC(C)(C)O (1-(2-Chloro-4-(4-(4-(1,1,1,3,3,3-hexafluoro-2-hydroxypropan-2-yl)benzyl)piperazine-1-carbonyl)phenyl)-3-(2-hydroxy-2-methylpropyl)urea). Yield: 34.7%. Reaction SMILES: [Si]([O:8][C:9]([C:18]1[CH:48]=[CH:47][C:21]([CH2:22][N:23]2[CH2:28][CH2:27][N:26]([C:29]([C:31]3[CH:36]=[CH:35][C:34]([NH:37][C:38]([NH:40][CH2:41][C:42]([OH:45])([CH3:44])[CH3:43])=[O:39])=[C:33]([Cl:46])[CH:32]=3)=[O:30])[CH2:25][CH2:24]2)=[CH:20][CH:19]=1)([C:14]([F:17])([F:16])[F:15])[C:10]([F:13])([F:12])[F:11])(C(C)(C)C)(C)C.[F-].[K+]>O1CCCC1>[Cl:46][C:33]1[CH:32]=[C:31]([C:29]([N:26]2[CH2:25][CH2:24][N:23]([CH2:22][C:21]3[CH:20]=[CH:19][C:18]([C:9]([OH:8])([C:14]([F:16])([F:15])[F:17])[C:10]([F:12])([F:13])[F:11])=[CH:48][CH:47]=3)[CH2:28][CH2:27]2)=[O:30])[CH:36]=[CH:35][C:34]=1[NH:37][C:38]([NH:40][CH2:41][C:42]([OH:45])([CH3:43])[CH3:44])=[O:39] |f:1.2|. Reported procedure: To a stirring solution of 1-(4-(4-(4-(2-(tert-butyldimethylsilyloxy)-1,1,1,3,3,3-hexafluoropropan-2-yl)benzyl)piperazine-1-carbonyl)-2-chlorophenyl)-3-(2-hydroxy-2-methylpropyl)urea (0.262 mmol, 190 mg) in tetrahydrofuran (1 mL) was added potassium fluoride (50% weight on celite) (0.524 mmol, 60.9 mg). The resulting suspension was stirred at room temperature for 16 hours. The reaction mixture was filtered through celite and concentrated under vacuum. The resulting residue was purified by SCX chr... Reactants: O=C([O-])[O-], CC#N, O=c1[nH]nc(-c2ccc(Cl)cc2)n1Cc1cccc(F)c1, O=C(CCl)NCc1cccc(C(F)(F)F)c1, [K+], [K+], O. Product: O=C(Cn1nc(-c2ccc(Cl)cc2)n(Cc2cccc(F)c2)c1=O)NCc1cccc(C(F)(F)F)c1. RXN SMILES: [C:38](=[O:39])([O-:40])[O-:41].[CH3:44][C:45]#[N:46].[Cl:1][c:2]1[cH:3][cH:4][c:5](-[c:8]2[n:9]([CH2:14][c:15]3[cH:16][c:17]([F:21])[cH:18][cH:19][cH:20]3)[c:10](=[O:13])[nH:11][n:12]2)[cH:6][cH:7]1.[Cl:22][CH2:23][C:24](=[O:25])[NH:26][CH2:27][c:28]1[cH:29][c:30]([C:34]([F:35])([F:36])[F:37])[cH:31][cH:32][cH:33]1.[K+:42].[K+:43].[OH2:47]>>[Cl:1][c:2]1[cH:3][cH:4][c:5](-[c:8]2[n:9]([CH2:14][c:15]3[cH:16][c:17]([F:21])[cH:18][cH:19][cH:20]3)[c:10](=[O:13])[n:11]([CH2:23][C:24](=[O:25])[NH:26][CH2:27][c:28]3[cH:29][c:30]([C:34]([F:35])([F:36])[F:37])[cH:31][cH:32][cH:33]3)[n:12]2)[cH:6][cH:7]1. The reactants are CC(=O)O, CCO, CCOC(=O)Cc1ccc(NC(=O)c2cc([N+](=O)[O-])ccc2Cl)cc1, [Fe]. RXN SMILES: [CH3:26][C:27](=[O:28])[OH:29].[CH3:30][CH2:31][OH:32].[Cl:1][c:2]1[c:3]([C:11](=[O:12])[NH:13][c:14]2[cH:15][cH:16][c:17]([CH2:20][C:21](=[O:22])[O:23][CH2:24][CH3:25])[cH:18][cH:19]2)[cH:4][c:5]([N+:8]([O-:9])=[O:10])[cH:6][cH:7]1.[Fe:33]>>[Cl:1][c:2]1[c:3]([C:11](=[O:12])[NH:13][c:14]2[cH:15][cH:16][c:17]([CH2:20][C:21](=[O:22])[O:23][CH2:24][CH3:25])[cH:18][cH:19]2)[cH:4][c:5]([NH2:8])[cH:6][cH:7]1. Product: CCOC(=O)Cc1ccc(NC(=O)c2cc(N)ccc2Cl)cc1. Starting materials: F[B-](F)(F)F, O=C(O)c1cnc(Cl)c(Br)c1, CCN(C(C)C)C(C)C, CC(C)CC(N)CO, CN(C)C(On1nnc2ccccc21)=[N+](C)C. Yields the product CC(C)CC(CO)NC(=O)c1cnc(Cl)c(Br)c1. RXN SMILES: [B-:12]([F:13])([F:14])([F:15])[F:16].[Br:1][c:2]1[c:3]([Cl:11])[n:4][cH:5][c:6]([C:7](=[O:8])[OH:9])[cH:10]1.[CH:34]([N:35]([CH2:36][CH3:37])[CH:38]([CH3:39])[CH3:40])([CH3:41])[CH3:42].[NH2:43][CH:44]([CH2:45][CH:46]([CH3:47])[CH3:48])[CH2:49][OH:50].[n:17]1([O:18][C:19]([N:20]([CH3:21])[CH3:22])=[N+:23]([CH3:24])[CH3:25])[c:26]2[cH:27][cH:28][cH:29][cH:30][c:31]2[n:32][n:33]1>>[Br:1][c:2]1[c:3]([Cl:11])[n:4][cH:5][c:6]([C:7](=[O:9])[NH:43][CH:44]([CH2:45][CH:46]([CH3:47])[CH3:48])[CH2:49][OH:50])[cH:10]1. Reactants: CC(=O)OCC1OC(OC(C)=O)C(OC(C)=O)C(OC(C)=O)C1OC(C)=O, ClCCCl, Cl[Sn](Cl)(Cl)Cl, c1ccccc1, O=c1cc[nH]c(=O)[nH]1. Yields the product CC(=O)OCC1OC(n2ccc(=O)[nH]c2=O)C(OC(C)=O)C(OC(C)=O)C1OC(C)=O. As a reaction SMILES: [C:9]([O:10][CH:13]1[CH:14]([O:15][C:16]([CH3:17])=[O:18])[CH:19]([O:20][C:21]([CH3:22])=[O:23])[CH:24]([O:25][C:26]([CH3:27])=[O:28])[CH:29]([CH2:31][O:32][C:33]([CH3:34])=[O:35])[O:30]1)(=[O:11])[CH3:12].[Cl:47][CH2:48][CH2:49][Cl:50].[Sn:36]([Cl:37])([Cl:38])([Cl:39])[Cl:40].[cH:41]1[cH:42][cH:43][cH:44][cH:45][cH:46]1.[nH:1]1[c:2](=[O:3])[nH:4][c:5](=[O:6])[cH:7][cH:8]1>>[n:1]1([CH:13]2[CH:14]([O:15][C:16]([CH3:17])=[O:18])[CH:19]([O:20][C:21]([CH3:22])=[O:23])[CH:24]([O:25][C:26]([CH3:27])=[O:28])[CH:29]([CH2:31][O:32][C:33]([CH3:34])=[O:35])[O:30]2)[c:2](=[O:3])[nH:4][c:5](=[O:6])[cH:7][cH:8]1. The reactants are COc1ccccc1OCC1CO1, CC(C)O, O=c1[nH]c2ccc(Cl)cc2n1CC1CCCNC1. Yields the product COc1ccccc1OCC(O)CN1CCCC(Cn2c(=O)[nH]c3ccc(Cl)cc32)C1. RXN SMILES: [CH3:1][O:2][c:3]1[c:4]([O:5][CH2:6][CH:7]2[O:8][CH2:9]2)[cH:10][cH:11][cH:12][cH:13]1.[CH3:32][CH:33]([OH:34])[CH3:35].[Cl:14][c:15]1[cH:16][cH:17][c:18]2[c:19]([n:20]([CH2:24][CH:25]3[CH2:26][NH:27][CH2:28][CH2:29][CH2:30]3)[c:21](=[O:23])[nH:22]2)[cH:31]1>>[CH3:1][O:2][c:3]1[c:4]([O:5][CH2:6][CH:7]([OH:8])[CH2:9][N:27]2[CH2:26][CH:25]([CH2:24][n:20]3[c:19]4[c:18]([cH:17][cH:16][c:15]([Cl:14])[cH:31]4)[nH:22][c:21]3=[O:23])[CH2:30][CH2:29][CH2:28]2)[cH:10][cH:11][cH:12][cH:13]1. Reactants: C(C)(N)=NO (acetamidoxime), C1(=CC=CC=C1)C1=C(C=NC2=C(C=CC=C12)C(F)(F)F)C(=O)OCC (ethyl 4-phenyl-8-(trifluoromethyl)quinoline-3-carboxylate), 4A, [H-].[Na+] (NaH), oil. Solvent: C1CCOC1 (THF). Product: CC1=NOC(=N1)C=1C=NC2=C(C=CC=C2C1C1=CC=CC=C1)C(F)(F)F (3-(3-METHYL-1,2,4-OXADIAZOL-5-YL)-4-PHENYL-8-(TRIFLUOROMETHYL)QUINOLINE). Yield: 85.0%. As a reaction SMILES: [C:1](=[N:4][OH:5])([NH2:3])[CH3:2].[H-].[Na+].[C:8]1([C:14]2[C:23]3[C:18](=[C:19]([C:24]([F:27])([F:26])[F:25])[CH:20]=[CH:21][CH:22]=3)[N:17]=[CH:16][C:15]=2[C:28](OCC)=O)[CH:13]=[CH:12][CH:11]=[CH:10][CH:9]=1>C1COCC1>[CH3:2][C:1]1[N:3]=[C:28]([C:15]2[CH:16]=[N:17][C:18]3[C:23]([C:14]=2[C:8]2[CH:13]=[CH:12][CH:11]=[CH:10][CH:9]=2)=[CH:22][CH:21]=[CH:20][C:19]=3[C:24]([F:27])([F:25])[F:26])[O:5][N:4]=1 |f:1.2|. Procedure details: A mixture of acetamidoxime (148 mg, 2.0 mmol) and powdered 4A molecular sieves (0.5 g) in THF (5 mL) is treated with 60% NaH in oil (80 mg, 2.0 mmol) for 15 min at ambient temperature. The reaction is treated with ethyl 4-phenyl-8-(trifluoromethyl)quinoline-3-carboxylate (173 mg, 0.50 mmol) and heated at reflux for 22 h. The reaction is cooled, concentrated, treated with water, and extracted with dichloromethane. The extracts are dried with MgSO4, concentrated, and the residue chromatographed wi...